From a dataset of the Open Reaction Database (ORD), a public repository of structured organic reaction records. describe an organic reaction: reactants, conditions, products, and yield Product: Cl.N1(CCCCC1)CC=1C=C(OCCC(=O)Cl)C=CC1 (3-[3-(piperidinomethyl)phenoxy]propionyl chloride hydrochloride). As a reaction SMILES: S(Cl)([Cl:3])=O.[N:5]1([CH2:11][C:12]2[CH:13]=[C:14]([CH:21]=[CH:22][CH:23]=2)[O:15][CH2:16][CH2:17][C:18](O)=[O:19])[CH2:10][CH2:9][CH2:8][CH2:7][CH2:6]1.CN(C)C=O>ClCCl>[ClH:3].[N:5]1([CH2:11][C:12]2[CH:13]=[C:14]([CH:21]=[CH:22][CH:23]=2)[O:15][CH2:16][CH2:17][C:18]([Cl:3])=[O:19])[CH2:10][CH2:9][CH2:8][CH2:7][CH2:6]1 |f:4.5|. Conditions: time 8 hour. The solvent is ClCCl (dichloromethane). Procedure: Thionyl chloride (23.8 g) was added slowly to a cooled (0° C.) mixture of 3-[3-(piperidinomethyl)phenoxy]propionic acid and dimethylformamide (0.5 ml) in dichloromethane (100 ml). The resulting suspension was stirred at room temperature overnight, and solvent was removed under reduced pressure to give 3-[3-(piperidinomethyl)phenoxy]propionyl chloride hydrochloride (18.9 g) as an oil. Reactants: N1(CCCCC1)CC=1C=C(OCCC(=O)O)C=CC1 (3-[3-(piperidinomethyl)phenoxy]propionic acid), CN(C=O)C (dimethylformamide), S(=O)(Cl)Cl (Thionyl chloride). Procedure: A solution of N-Boc-O-methyl-D-serine (438 mg, 2.00 mmol), HOBt monohydrate (364 mg, 2.38 mmol) and EDC (460 mg, 2.39 mmol) in DMF (9 mL) was stirred at room temperature for 2 h, conc. NH4OH (0.700 mL, ca. 9.80 mmol) was added. The mixture was stirred for 18 h. Water and EtOAc were added. The organic phase was washed with 5% NaHCO3, dried over Na2SO4, concentrated in vacuo to give (R)-tert-butyl 1-amino-3-methoxy-1-oxopropan-2-ylcarbamate (100 mg). The aqueous phase was further extracted with nB... Yield: 22.9%. Reactants: [NH4+].[OH-] (NH4OH), C(=O)(OC(C)(C)C)N[C@H](COC)C(=O)O (N-Boc-O-methyl-D-serine), C1=CC=C2C(=C1)N=NN2O.O (HOBt monohydrate), C(CCl)Cl (EDC). RXN SMILES: [C:1]([NH:8][C@@H:9]([C:13]([OH:15])=O)[CH2:10][O:11][CH3:12])([O:3][C:4]([CH3:7])([CH3:6])[CH3:5])=[O:2].C1C=C2[N:22]=NN(O)C2=CC=1.O.C(Cl)CCl.[NH4+].[OH-]>CN(C=O)C.CCOC(C)=O.O>[NH2:22][C:13](=[O:15])[C@H:9]([NH:8][C:1](=[O:2])[O:3][C:4]([CH3:7])([CH3:6])[CH3:5])[CH2:10][O:11][CH3:12] |f:1.2,4.5|. Yields the product NC([C@@H](COC)NC(OC(C)(C)C)=O)=O ((R)-tert-butyl 1-amino-3-methoxy-1-oxopropan-2-ylcarbamate). Run at time 18 hour. The solvent is CCOC(=O)C (EtOAc), O (Water), CN(C)C=O (DMF). Solvent: C(C)O (ethanol). The reactants are C(C1=CC=CC=C1)OC(=O)[C@@H]1N(CC(C1)(F)F)C(COC1=C(C=CC=C1)OCC(=O)N1[C@H](CC(C1)(F)F)C(=O)OCC1=CC=CC=C1)=O ((R)-1-[[2-[2-[(R)-2-Benzyloxycarbonyl-4,4-difluoropyrrolidin-1-yl]-2-oxo-ethoxyl]-phenoxy]acetyl]-4,4-difluoropyrrolidine-2-carboxylic acid benzyl ester). Yields the product C(=O)(O)[C@@H]1N(CC(C1)(F)F)C(COC1=C(OCC(=O)N2[C@H](CC(C2)(F)F)C(=O)O)C=CC=C1)=O ((R)-1-[[2-[2-[(R)-2-carboxy-4,4-difluoropyrrolidin-1-yl]-2-oxo-ethoxyl]-phenoxy]acetyl]-4,4difluoropyrrolidine-2-carboxylic acid). Yield: 92.8%. Procedure: 0.47 g (0.0007 mol) (R)-1-[[2-[2-[(R)-2-Benzyloxycarbonyl-4,4-difluoropyrrolidin-1-yl]-2-oxo-ethoxyl]-phenoxy]acetyl]-4,4-difluoropyrrolidine-2-carboxylic acid benzyl ester in 20 ml ethanol were hydrogenated at room temperature and atmospheric pressure in the presence of 0.09 g 5% palladium/carbon. After completion of the reaction the catalyst was filtered off, the solvent was distilled off, and the residue was dissolved in dichloromethane. Evaporation gave 0.32 g (94%) (R)-1-[[2-[2-[(R)-2-carbo... The reagents and catalysts are [Pd] (palladium/carbon). As a reaction SMILES: C([O:8][C:9]([C@H:11]1[CH2:15][C:14]([F:17])([F:16])[CH2:13][N:12]1[C:18](=[O:48])[CH2:19][O:20][C:21]1[CH:26]=[CH:25][CH:24]=[CH:23][C:22]=1[O:27][CH2:28][C:29]([N:31]1[CH2:35][C:34]([F:37])([F:36])[CH2:33][C@@H:32]1[C:38]([O:40]CC1C=CC=CC=1)=[O:39])=[O:30])=[O:10])C1C=CC=CC=1>C(O)C.[Pd]>[C:9]([C@H:11]1[CH2:15][C:14]([F:17])([F:16])[CH2:13][N:12]1[C:18](=[O:48])[CH2:19][O:20][C:21]1[CH:26]=[CH:25][CH:24]=[CH:23][C:22]=1[O:27][CH2:28][C:29]([N:31]1[CH2:35][C:34]([F:37])([F:36])[CH2:33][C@@H:32]1[C:38]([OH:40])=[O:39])=[O:30])([OH:10])=[O:8]. The reactants are Cl (hydrochloric acid), S(O)(O)(=O)=O (sulfuric acid), C(C)C(CC(C#N)O)C(C)[N+](=O)[O-] (4-ethyl-2-hydroxy-5-nitrohexanenitrile). Run in O (water), CCOCC (ether). Conditions: time 8 hour. Product: C(C)C(CC(C(=O)N)O)C(C)[N+](=O)[O-] (4-ethyl-2-hydroxy-5-nitrohexanamide). RXN SMILES: Cl.S(=O)(=O)(O)[OH:3].[CH2:7]([CH:9]([CH:15]([N+:17]([O-:19])=[O:18])[CH3:16])[CH2:10][CH:11]([OH:14])[C:12]#[N:13])[CH3:8]>CCOCC.O>[CH2:7]([CH:9]([CH:15]([N+:17]([O-:19])=[O:18])[CH3:16])[CH2:10][CH:11]([OH:14])[C:12]([NH2:13])=[O:3])[CH3:8]. Procedure details: A mixture of conc. hydrochloric acid (2.4 ml) and conc. sulfuric acid (0.38 ml) was added to a solution of 4-ethyl-2-hydroxy-5-nitrohexanenitrile (1 g) in ether (2 ml) at 0° C. with stirring. The resulting mixture was allowed to stand at room temperature overnight, diluted with cold water, and then extracted with ethyl acetate. The extract was washed with successively with water and 5% aqueous sodium bicarbonate, dried over magnesium sulfate and then evaporated to dryness in vacuo to give 4-ethy... The reactants are NC1=C(C=C(C=C1)NC(=O)[C@@H]1N(CCCC1)C)[N+](=O)[O-] ((R)—N-(4-amino-3-nitrophenyl)-1-methylpiperidine-2-carboxamide). Reagents/catalysts: [Pd] (Palladium on carbon). Solvent: C(C)O (ethanol). Reaction conditions: time 23 hour. Product: NC=1C=C(C=CC1N)NC(=O)[C@@H]1N(CCCC1)C ((R)—N-(3,4-diaminophenyl)-1-methylpiperidine-2-carboxamide). The yield is 91.9%. RXN SMILES: [NH2:1][C:2]1[CH:7]=[CH:6][C:5]([NH:8][C:9]([C@H:11]2[CH2:16][CH2:15][CH2:14][CH2:13][N:12]2[CH3:17])=[O:10])=[CH:4][C:3]=1[N+:18]([O-])=O>C(O)C.[Pd]>[NH2:18][C:3]1[CH:4]=[C:5]([NH:8][C:9]([C@H:11]2[CH2:16][CH2:15][CH2:14][CH2:13][N:12]2[CH3:17])=[O:10])[CH:6]=[CH:7][C:2]=1[NH2:1]. Reported procedure: A solution of (R)—N-(4-amino-3-nitrophenyl)-1-methylpiperidine-2-carboxamide (2.17 g, 7.8 mmol) in ethanol (75 mL) was degassed under vacuum and then backfilled with argon. 10% Palladium on carbon (0.44 g) was added and the mixture again degassed under vacuum. Hydrogen was introduced by a balloon and the reaction stirred at room temperature for 23 hr. The mixture was degassed by bubbling argon through it, and was then filtered through a pad of diatomaceous earth. The filtrate was concentrated to... Reactants: N1CCC(CC1)C(=O)N1CCOCC1 (4-(Piperidin-4-ylcarbonyl)morpholine), C1(=CC=CC=C1)C(N1CC(C1)=O)C1=CC=CC=C1 (1-(diphenylmethyl)azetidin-3-one), (Polystyrylmethyl)trimethylammonium cyanoborohydride. The solvent is CO (methanol), C(C)(=O)O (acetic acid). Conditions: temperature 120 celsius. The product is C1(=CC=CC=C1)C(N1CC(C1)N1CCC(CC1)C(=O)N1CCOCC1)C1=CC=CC=C1 (4-({1-[1-(diphenylmethyl)azetidin-3-yl]piperidin-4-yl}carbonyl)morpholine). The yield is 83.2%. RXN SMILES: [NH:1]1[CH2:6][CH2:5][CH:4]([C:7]([N:9]2[CH2:14][CH2:13][O:12][CH2:11][CH2:10]2)=[O:8])[CH2:3][CH2:2]1.[C:15]1([CH:21]([C:27]2[CH:32]=[CH:31][CH:30]=[CH:29][CH:28]=2)[N:22]2[CH2:25][C:24](=O)[CH2:23]2)[CH:20]=[CH:19][CH:18]=[CH:17][CH:16]=1>CO.C(O)(=O)C>[C:15]1([CH:21]([C:27]2[CH:32]=[CH:31][CH:30]=[CH:29][CH:28]=2)[N:22]2[CH2:25][CH:24]([N:1]3[CH2:6][CH2:5][CH:4]([C:7]([N:9]4[CH2:14][CH2:13][O:12][CH2:11][CH2:10]4)=[O:8])[CH2:3][CH2:2]3)[CH2:23]2)[CH:16]=[CH:17][CH:18]=[CH:19][CH:20]=1. Procedure details: 4-(Piperidin-4-ylcarbonyl)morpholine (0.30 g, 1.26 mmol) and 1-(diphenylmethyl)azetidin-3-one (see Bioorg. Med. Chem. Lett.; 13; 2003; 2191-2194, 0.30 g, 1.5 mmol) were dissolved in a mixture of methanol (5 mL) and acetic acid (0.1 mL). (Polystyrylmethyl)trimethylammonium cyanoborohydride (4.1 mmol/g, 0.38 g) was added and the reaction mixture was heated for 10 min at 120° C. using microwave single node heating. The mixture was filtered through a phase separator and the resin washed with methano... Starting materials: CC1(C(CC(CC1)=O)=O)C (4,4-Dimethyl-1,3-cyclohexanedione), ClC=1C(=C(C=O)C=C(C1)Cl)O (3,5-dichloro-2-hydroxybenzaldehyde), NC1=NNC=C1 (3-aminopyrazole). The product is ClC=1C(=C(C=C(C1)Cl)C1N2C(NC=3CCC(C(C13)=O)(C)C)=CC=N2)O (9-(3,5-Dichloro-2-hydroxyphenyl)-7,7-dimethyl-5,6,7,9-tetrahydropyrazolo[5,1-b]quinazolin-8(4H)-one). Reaction SMILES: [CH3:1][C:2]1([CH3:10])[CH2:7][CH2:6][C:5](=O)[CH2:4][C:3]1=[O:9].[Cl:11][C:12]1[C:13]([OH:21])=[C:14]([CH:17]=[C:18]([Cl:20])[CH:19]=1)[CH:15]=O.[NH2:22][C:23]1[CH:27]=[CH:26][NH:25][N:24]=1>>[Cl:11][C:12]1[C:13]([OH:21])=[C:14]([CH:15]2[C:4]3[C:3](=[O:9])[C:2]([CH3:10])([CH3:1])[CH2:7][CH2:6][C:5]=3[NH:22][C:23]3=[CH:27][CH:26]=[N:25][N:24]23)[CH:17]=[C:18]([Cl:20])[CH:19]=1. Reported procedure: 4,4-Dimethyl-1,3-cyclohexanedione, 3,5-dichloro-2-hydroxybenzaldehyde and 3-aminopyrazole were processed as described in General Procedure A to provide the title compound.